This data is from the Open Reaction Database (ORD), a public repository of structured organic reaction records. The task is: describe an organic reaction: reactants, conditions, products, and yield Starting materials: Cl (HCl), O1CCOCC1 (1,4-dioxane), C(C)(C)(C)OC(=O)N1CCN(CC1)CCF (4-(2-fluoro-ethyl)-piperazine-1-carboxylic acid tert-butyl ester). Solvent: ClCCl (dichloromethane). Reaction conditions: time 8 hour. The product is Cl.Cl.FCCN1CCNCC1 (1-(2-Fluoroethyl)piperazine dihydrochloride). Reaction SMILES: [ClH:1].O1CCOCC1.C(OC([N:15]1[CH2:20][CH2:19][N:18]([CH2:21][CH2:22][F:23])[CH2:17][CH2:16]1)=O)(C)(C)C>ClCCl>[ClH:1].[ClH:1].[F:23][CH2:22][CH2:21][N:18]1[CH2:19][CH2:20][NH:15][CH2:16][CH2:17]1 |f:4.5.6|. Procedure: Add 4 N HCl in 1,4-dioxane (21.52 mL, 86.1 mmol) to a stirred solution of 4-(2-fluoro-ethyl)-piperazine-1-carboxylic acid tert-butyl ester (2.00 g, 8.61 mmol) in dry dichloromethane (60 mL) at room temperature under nitrogen. Stir overnight under nitrogen. Concentrate the reaction under reduced pressure to afford the title compound (1.78 g). ES/MS m/z 133 (M+1).